From a dataset of the Open Reaction Database (ORD), a public repository of structured organic reaction records. describe an organic reaction: reactants, conditions, products, and yield The reactants are CO, CN1C(=O)CCC2(C)c3ccc(Br)cc3CCC12, Cc1ccccc1, ClCCl, [Na+], [Na+], O=C([O-])[O-], OB(O)c1ccc(F)cc1, [Pd], c1ccc(P(c2ccccc2)c2ccccc2)cc1, c1ccc(P(c2ccccc2)c2ccccc2)cc1, c1ccc(P(c2ccccc2)c2ccccc2)cc1, c1ccc(P(c2ccccc2)c2ccccc2)cc1. The product is CN1C(=O)CCC2(C)c3ccc(-c4ccc(F)cc4)cc3CCC12. As a reaction SMILES: [CH3:122][OH:123].[CH3:1][N:2]1[C:3](=[O:18])[CH2:4][CH2:5][C:6]2([CH3:17])[c:7]3[c:8]([cH:12][c:13]([Br:16])[cH:14][cH:15]3)[CH2:9][CH2:10][CH:11]12.[CH3:35][c:36]1[cH:37][cH:38][cH:39][cH:40][cH:41]1.[Cl:42][CH2:43][Cl:44].[Na+:29].[Na+:30].[O-:31][C:32](=[O:33])[O-:34].[OH:19][B:20]([OH:21])[c:22]1[cH:23][cH:24][c:25]([F:26])[cH:27][cH:28]1.[Pd:45].[c:103]1([P:104]([c:105]2[cH:106][cH:107][cH:108][cH:109][cH:110]2)[c:111]2[cH:112][cH:113][cH:114][cH:115][cH:116]2)[cH:117][cH:118][cH:119][cH:120][cH:121]1.[c:46]1([P:47]([c:48]2[cH:49][cH:50][cH:51][cH:52][cH:53]2)[c:54]2[cH:55][cH:56][cH:57][cH:58][cH:59]2)[cH:60][cH:61][cH:62][cH:63][cH:64]1.[c:65]1([P:66]([c:67]2[cH:68][cH:69][cH:70][cH:71][cH:72]2)[c:73]2[cH:74][cH:75][cH:76][cH:77][cH:78]2)[cH:79][cH:80][cH:81][cH:82][cH:83]1.[c:84]1([P:85]([c:86]2[cH:87][cH:88][cH:89][cH:90][cH:91]2)[c:92]2[cH:93][cH:94][cH:95][cH:96][cH:97]2)[cH:98][cH:99][cH:100][cH:101][cH:102]1>>[CH3:1][N:2]1[C:3](=[O:18])[CH2:4][CH2:5][C:6]2([CH3:17])[c:7]3[c:8]([cH:12][c:13](-[c:22]4[cH:23][cH:24][c:25]([F:26])[cH:27][cH:28]4)[cH:14][cH:15]3)[CH2:9][CH2:10][CH:11]12. The reactants are C1(=CC=CC=C1)OC (Anisole), COC1=CC=C(CN2N=C3CCSC=4N=C(N=C2C34)N(C(=O)OC(C)(C)C)C(=O)OC(C)(C)C)C=C1 (di-tert-butyl {2-(4-methoxybenzyl)-7,8-dihydro-2H-6-thia-1,2,3,5-tetraazaacenaphthylen-4-yl}imidodicarbonate). The solvent is FC(C(=O)O)(F)F (trifluoroacetic acid). Reaction conditions: time 16 hour. Yields the product N=1NC2=NC(=NC=3SCCC1C23)N (7,8-Dihydro-2H-6-thia-1,2,3,5-tetraazaacenaphthylen-4-amine). Yield: 77.5%. Reaction SMILES: C1(OC)C=CC=CC=1.COC1C=CC(C[N:16]2[C:26]3[C:27]4[C:18]([CH2:19][CH2:20][S:21][C:22]=4[N:23]=[C:24]([N:28](C(OC(C)(C)C)=O)C(OC(C)(C)C)=O)[N:25]=3)=[N:17]2)=CC=1>FC(F)(F)C(O)=O>[N:17]1[NH:16][C:26]2[C:27]3[C:18]=1[CH2:19][CH2:20][S:21][C:22]=3[N:23]=[C:24]([NH2:28])[N:25]=2. Reported procedure: Anisole (2.5 ml) and trifluoroacetic acid (30 ml) were added to the above di-tert-butyl {2-(4-methoxybenzyl)-7,8-dihydro-2H-6-thia-1,2,3,5-tetraazaacenaphthylen-4-yl}imidodicarbonate (6.0 g). The mixture was stirred at room temperature for 16 hours and then stirred at 55° C. for six hours. The reaction solution was concentrated under reduced pressure. Ethyl acetate was added to the resulting residue, followed by stirring. The precipitated solid was filtered off and washed with ethyl acetate to o... Reactants: C(C)(C)(C)OC(=O)N1CCN(CC1)C(CN)C1=C(C=CC=C1)F (4-[2-Amino-1-(2-fluoro-phenyl)-ethyl]-piperazine-1-carboxylic acid tert-butyl ester), CS(=O)(=O)Cl (methanesulfonyl chloride), N1=CC=CC=C1 (pyridine). Solvent: C(Cl)Cl (MeCl2), CCOC(=O)C (EtOAc). Run at time 18 hour. Product: C(C)(C)(C)OC(=O)N1CCN(CC1)C(CNS(=O)(=O)C)C1=C(C=CC=C1)F (4-[1-(2-Fluoro-phenyl)-2-methanesulfonylamino-ethyl]-piperazine-1-carboxylic acid tert-butyl ester). Isolated yield 79.5%. Reaction SMILES: [C:1]([O:5][C:6]([N:8]1[CH2:13][CH2:12][N:11]([CH:14]([C:17]2[CH:22]=[CH:21][CH:20]=[CH:19][C:18]=2[F:23])[CH2:15][NH2:16])[CH2:10][CH2:9]1)=[O:7])([CH3:4])([CH3:3])[CH3:2].[CH3:24][S:25](Cl)(=[O:27])=[O:26].N1C=CC=CC=1>C(Cl)Cl.CCOC(C)=O>[C:1]([O:5][C:6]([N:8]1[CH2:13][CH2:12][N:11]([CH:14]([C:17]2[CH:22]=[CH:21][CH:20]=[CH:19][C:18]=2[F:23])[CH2:15][NH:16][S:25]([CH3:24])(=[O:27])=[O:26])[CH2:10][CH2:9]1)=[O:7])([CH3:4])([CH3:2])[CH3:3]. Procedure details: To 4-[2-Amino-1-(2-fluoro-phenyl)-ethyl]-piperazine-1-carboxylic acid tert-butyl ester (207) (1.45 g, 4.48 mmol) in MeCl2 (10 mL) was added methanesulfonyl chloride (0.51 g, 4.48 mmol) and pyridine. The reaction was allowed to stir at room temperature for 18 h. The reaction mixture was then diluted with EtOAc (50 mL) and washed with H2O (50 mL) and brine (50 mL). The organic phase was concentrated to dryness yielding 1.43 g (80%) product.